Dataset: the Open Reaction Database (ORD), a public repository of structured organic reaction records. Task: describe an organic reaction: reactants, conditions, products, and yield Starting materials: CC(C)I (2-propyl iodide), [H-].[Na+] (sodium hydride), CC(C)I (2-propyl iodide), Br.Br.OC1=CC=C(C=C1)C=1N=C2N(C1C1=CC=NC=C1)CCC2 (2-(4-Hydroxyphenyl)-3-(4-pyridyl)-6,7-dihydro-[5H]-pyrrolo[1,2 -a]imidazole dihydrobromide), [H-].[Na+] (sodium hydride), ice water. Run in CN(C=O)C (dimethylformamide), CN(C=O)C (dimethylformamide). Run at time 8 hour. The product is CC(C)OC1=CC=C(C=C1)C=1N=C2N(C1C1=CC=NC=C1)CCC2 (2-(4-(2-Propoxy)phenyl)-3-(4-pyridyl)-6,7-dihydro-[5H]-pyrrolo[1,2-a]imidazole). As a reaction SMILES: Br.Br.[OH:3][C:4]1[CH:9]=[CH:8][C:7]([C:10]2[N:11]=[C:12]3[CH2:23][CH2:22][CH2:21][N:13]3[C:14]=2[C:15]2[CH:20]=[CH:19][N:18]=[CH:17][CH:16]=2)=[CH:6][CH:5]=1.[H-].[Na+].[CH3:26][CH:27](I)[CH3:28]>CN(C)C=O>[CH3:26][CH:27]([O:3][C:4]1[CH:5]=[CH:6][C:7]([C:10]2[N:11]=[C:12]3[CH2:23][CH2:22][CH2:21][N:13]3[C:14]=2[C:15]2[CH:20]=[CH:19][N:18]=[CH:17][CH:16]=2)=[CH:8][CH:9]=1)[CH3:28] |f:0.1.2,3.4|. Procedure: A stirred solution of 0.90 g (2.0 mmoles) of 2-(4-hydroxyphenyl)-3-(4-pyridyl)-6,7-dihydro-[5H]-pyrrolo[1,2-a]imidazole dihydrobromide of Example 10 in 20 ml of dry dimethylformamide cooled in an ice bath was treated with 267 mg (6.67 mmoles) of 60% sodium hydride dispersion and allowed to warm to room temperature. A solution of 374 mg. (2.22 mmoles) of 2-propyl iodide in 2 ml of dimethylformamide was added dropwise and the reaction mixture heated at 100° C. for 4 hours. Another 35 mg (0.88 mmol... The reactants are O=C([O-])O, COS(=O)(=O)OC, CC(C)=O, CC(C)Oc1cc(-n2c(=O)cc(C(F)(F)F)[nH]c2=O)ccc1Cl, [Na+]. The product is COc1nc(C(F)(F)F)cc(=O)n1-c1ccc(Cl)c(OC(C)C)c1. RXN SMILES: [C:31](=[O:32])([OH:33])[O-:34].[CH3:24][O:25][S:26]([O:27][CH3:28])(=[O:29])=[O:30].[CH3:36][C:37](=[O:38])[CH3:39].[Cl:1][c:2]1[c:3]([O:20][CH:21]([CH3:22])[CH3:23])[cH:4][c:5](-[n:8]2[c:9](=[O:19])[nH:10][c:11]([C:15]([F:16])([F:17])[F:18])[cH:12][c:13]2=[O:14])[cH:6][cH:7]1.[Na+:35]>>[Cl:1][c:2]1[c:3]([O:20][CH:21]([CH3:22])[CH3:23])[cH:4][c:5](-[n:8]2[c:9]([O:19][CH3:24])[n:10][c:11]([C:15]([F:16])([F:17])[F:18])[cH:12][c:13]2=[O:14])[cH:6][cH:7]1. The reactants are CN(C)c1ccccn1, Fc1ccc(-c2cc[nH]n2)c(F)c1, ClC(c1ccccc1)(c1ccccc1)c1ccccc1, c1ccncc1. Yields the product Fc1ccc(-c2ccn(C(c3ccccc3)(c3ccccc3)c3ccccc3)n2)c(F)c1. Reaction SMILES: [CH3:21][N:22]([c:23]1[cH:24][cH:25][cH:26][cH:27][n:28]1)[CH3:29].[F:30][c:31]1[c:32](-[c:38]2[n:39][nH:40][cH:41][cH:42]2)[cH:33][cH:34][c:35]([F:37])[cH:36]1.[c:1]1([C:7]([c:8]2[cH:9][cH:10][cH:11][cH:12][cH:13]2)([c:14]2[cH:15][cH:16][cH:17][cH:18][cH:19]2)[Cl:20])[cH:2][cH:3][cH:4][cH:5][cH:6]1.[cH:43]1[cH:44][cH:45][n:46][cH:47][cH:48]1>>[c:1]1([C:7]([c:8]2[cH:9][cH:10][cH:11][cH:12][cH:13]2)([c:14]2[cH:15][cH:16][cH:17][cH:18][cH:19]2)[n:40]2[n:39][c:38](-[c:32]3[c:31]([F:30])[cH:36][c:35]([F:37])[cH:34][cH:33]3)[cH:42][cH:41]2)[cH:2][cH:3][cH:4][cH:5][cH:6]1. Starting materials: Cl (HCl), CCN(C(C)C)C(C)C (DIPEA), COC(CC1=C(CCC2=NC(=NC=C2C(F)(F)F)NC2=CC=C(C(=O)N3CCN(CC3)C(=O)OC(C)(C)C)C=C2)C=CC=C1)=O (tert-butyl 4-(4-((4-(2-(2-methoxy-2-oxoethyl)phenethyl)-5-(trifluoromethyl)pyrimidin-2-yl)amino)benzoyl)piperazine-1-carboxylate), C=1C=CC2=C(C1)N=NN2O (HOBt), CCN=C=NCCCN(C)C.Cl (EDCl), C([O-])([O-])=O.[NH4+].[NH4+] (ammonium carbonate). Run in C1CCOC1 (THF), CN(C)C=O (DMF). Reaction conditions: time 17 hour. Product: NC(CC1=C(CCC2=NC(=NC=C2C(F)(F)F)NC2=CC=C(C(=O)N3CCN(CC3)C(=O)OC(C)(C)C)C=C2)C=CC=C1)=O (tert-Butyl 4-(4-((4-(2-(2-amino-2-oxoethyl)phenethyl)-5-(trifluoromethyl)pyrimidin-2-yl)amino)benzoyl)piperazine-1-carboxylate), solid. The yield is 77.0%. As a reaction SMILES: C1C=CC2N(O)N=[N:7]C=2C=1.CCN=C=NCCCN(C)C.Cl.Cl.CCN(C(C)C)C(C)C.C[O:34][C:35](=O)[CH2:36][C:37]1[CH:76]=[CH:75][CH:74]=[CH:73][C:38]=1[CH2:39][CH2:40][C:41]1[C:46]([C:47]([F:50])([F:49])[F:48])=[CH:45][N:44]=[C:43]([NH:51][C:52]2[CH:72]=[CH:71][C:55]([C:56]([N:58]3[CH2:63][CH2:62][N:61]([C:64]([O:66][C:67]([CH3:70])([CH3:69])[CH3:68])=[O:65])[CH2:60][CH2:59]3)=[O:57])=[CH:54][CH:53]=2)[N:42]=1.C(=O)([O-])[O-].[NH4+].[NH4+]>C1COCC1.CN(C=O)C>[NH2:7][C:35](=[O:34])[CH2:36][C:37]1[CH:76]=[CH:75][CH:74]=[CH:73][C:38]=1[CH2:39][CH2:40][C:41]1[C:46]([C:47]([F:50])([F:48])[F:49])=[CH:45][N:44]=[C:43]([NH:51][C:52]2[CH:72]=[CH:71][C:55]([C:56]([N:58]3[CH2:59][CH2:60][N:61]([C:64]([O:66][C:67]([CH3:68])([CH3:69])[CH3:70])=[O:65])[CH2:62][CH2:63]3)=[O:57])=[CH:54][CH:53]=2)[N:42]=1 |f:1.2,6.7.8|. Reported procedure: HOBt (0.068 g, 0.50 mmol), EDCl.HCl (0.096 g, 0.50 mmol) and DIPEA (0.34 mL, 1.9 mmol) were added to a stirred solution of tert-butyl 4-(4-((4-(2-(2-methoxy-2-oxoethyl)phenethyl)-5-(trifluoromethyl)pyrimidin-2-yl)amino)benzoyl)piperazine-1-carboxylate (A25) (0.28 g, 0.39 mmol) in dry THF (6 mL) and dry DMF (1 mL) under an atmosphere of nitrogen. After 10 minutes ammonium carbonate (0.19 g, 1.9 mmol) was added in one portion and the resulting solution was stirred at room temperature for 17 hours.... Reactants: CCCCBr, OCc1ccc(Br)cc1, CN(C)C=O, [H-], [Na+]. The product is CCCCOCc1ccc(Br)cc1. As a reaction SMILES: [Br:12][CH2:13][CH2:14][CH2:15][CH3:16].[Br:1][c:2]1[cH:3][cH:4][c:5]([CH2:6][OH:7])[cH:8][cH:9]1.[CH3:17][N:18]([CH3:19])[CH:20]=[O:21].[H-:10].[Na+:11]>>[Br:1][c:2]1[cH:3][cH:4][c:5]([CH2:6][O:7][CH2:13][CH2:14][CH2:15][CH3:16])[cH:8][cH:9]1. Reactants: O.C1(=CC=CC=C1)S(=O)(=O)O (benzenesulfonic acid monohydrate), ClC1=CC=C(C=C1)N1C([C@H](CC1)CN1CCN(CC1)CCOC)=O ((R)-1-(4-chlorophenyl)-3-(4-(2-methoxyethyl)piperazin-1-yl)methyl-2-pyrrolidinone). Solvent: C(C)(=O)OCC (ethyl acetate), C(C)(=O)OCC (ethyl acetate). Yields the product C1(=CC=CC=C1)S(=O)(=O)O.C1(=CC=CC=C1)S(=O)(=O)O.ClC1=CC=C(C=C1)N1C([C@H](CC1)CN1CCN(CC1)CCOC)=O ((R)-1-(4-chlorophenyl)-3-(4-(2-methoxyethyl)piperazin-1-yl)methyl-2-pyrrolidinone dibenzenesulfonate). Yield: 87.6%. Reaction SMILES: O.[C:2]1([S:8]([OH:11])(=[O:10])=[O:9])[CH:7]=[CH:6][CH:5]=[CH:4][CH:3]=1.[Cl:12][C:13]1[CH:18]=[CH:17][C:16]([N:19]2[CH2:23][CH2:22][C@H:21]([CH2:24][N:25]3[CH2:30][CH2:29][N:28]([CH2:31][CH2:32][O:33][CH3:34])[CH2:27][CH2:26]3)[C:20]2=[O:35])=[CH:15][CH:14]=1>C(OCC)(=O)C>[C:2]1([S:8]([OH:11])(=[O:10])=[O:9])[CH:7]=[CH:6][CH:5]=[CH:4][CH:3]=1.[C:2]1([S:8]([OH:11])(=[O:10])=[O:9])[CH:7]=[CH:6][CH:5]=[CH:4][CH:3]=1.[Cl:12][C:13]1[CH:18]=[CH:17][C:16]([N:19]2[CH2:23][CH2:22][C@H:21]([CH2:24][N:25]3[CH2:26][CH2:27][N:28]([CH2:31][CH2:32][O:33][CH3:34])[CH2:29][CH2:30]3)[C:20]2=[O:35])=[CH:15][CH:14]=1 |f:0.1,4.5.6|. Reported procedure: To a solution of 352 mg of benzenesulfonic acid monohydrate in 10 mL of ethyl acetate was added a solution of 352 mg of (R)-1-(4-chlorophenyl)-3-(4-(2-methoxyethyl)piperazin-1-yl)methyl-2-pyrrolidinone in 10 mL of ethyl acetate. The mixture was stirred at room temperature and cooled. The precipitated solid was filtered and dried to give 585 mg of the title compound.